This data is from the Open Reaction Database (ORD), a public repository of structured organic reaction records. The task is: describe an organic reaction: reactants, conditions, products, and yield Starting materials: CN1CC=2C=C(C=NC2CC1)[N+](=O)[O-] (6-Methyl-3-nitro-5,6,7,8-tetrahydro[1,6]naphthyridine). The reagents and catalysts are [Pd] (palladium on carbon). Run in CO (methanol). Run at time 2 hour. Yields the product NC=1C=NC=2CCN(CC2C1)C (3-Amino-6-methyl-5,6,7,8-tetrahydro[1,6]naphthyridine). As a reaction SMILES: [CH3:1][N:2]1[CH2:11][CH2:10][C:9]2[N:8]=[CH:7][C:6]([N+:12]([O-])=O)=[CH:5][C:4]=2[CH2:3]1>CO.[Pd]>[NH2:12][C:6]1[CH:7]=[N:8][C:9]2[CH2:10][CH2:11][N:2]([CH3:1])[CH2:3][C:4]=2[CH:5]=1. Reported procedure: 6-Methyl-3-nitro-5,6,7,8-tetrahydro[1,6]naphthyridine (2.72 g, 1.41 mmol) was dissolved in methanol (100 ml) and treated with 10% palladium on carbon (1.0 g). The mixture was hydrogenated for 2 h. The catalyst was removed by filtration through Celite, the filter bed washed with methanol and the filtrate evaporated to dryness under reduced pressure to give a yellow solid, which was triturated under diethyl ether and the solids collected by filtration, washed with diethyl ether and dried in vacuo ...